From a dataset of the Open Reaction Database (ORD), a public repository of structured organic reaction records. describe an organic reaction: reactants, conditions, products, and yield The reactants are solid, Cl.Cl.O1CCC2=C1C=CC=C2C2CCN(CC2)CC[C@@H]2CC[C@H](CC2)N (trans-4-{2-[4-(2,3-dihydro-benzofuran-4-yl)-piperidin-1-yl]-ethyl}-cyclohexylamine dihydrochloride), Cl.Cl.O1CCC2=C1C=CC=C2C2CCN(CC2)CC[C@@H]2CC[C@H](CC2)N (trans-4-{2-[4-(2,3-dihydro-benzofuran-4-yl)-piperidin-1-yl]-ethyl}-cyclohexylamine dihydrochloride), N1=CC=CC2=CC(=CC=C12)C(=O)O (quinoline-6-carboxylic acid). Yields the product O1CCC2=C1C=CC=C2C2CCN(CC2)CC[C@@H]2CC[C@H](CC2)NC(=O)C=2C=C1C=CC=NC1=CC2 (Quinoline-6-carboxylic acid trans-(4-{2-[4-(2,3-dihydro-benzofuran-4-yl)-piperidin-1-yl]-ethyl}-cyclohexyl)-amide). RXN SMILES: Cl.Cl.[O:3]1[C:7]2[CH:8]=[CH:9][CH:10]=[C:11]([CH:12]3[CH2:17][CH2:16][N:15]([CH2:18][CH2:19][C@H:20]4[CH2:25][CH2:24][C@H:23]([NH2:26])[CH2:22][CH2:21]4)[CH2:14][CH2:13]3)[C:6]=2[CH2:5][CH2:4]1.[N:27]1[C:36]2[C:31](=[CH:32][C:33]([C:37](O)=[O:38])=[CH:34][CH:35]=2)[CH:30]=[CH:29][CH:28]=1>>[O:3]1[C:7]2[CH:8]=[CH:9][CH:10]=[C:11]([CH:12]3[CH2:17][CH2:16][N:15]([CH2:18][CH2:19][C@H:20]4[CH2:21][CH2:22][C@H:23]([NH:26][C:37]([C:33]5[CH:32]=[C:31]6[C:36](=[CH:35][CH:34]=5)[N:27]=[CH:28][CH:29]=[CH:30]6)=[O:38])[CH2:24][CH2:25]4)[CH2:14][CH2:13]3)[C:6]=2[CH2:5][CH2:4]1 |f:0.1.2|. Procedure details: The title compound, white solid (107 mg, 89%), MS (ISP) m/z=484.5 [(M+H)+], mp 238° C., was prepared in accordance with the general method of example 1 from trans-4-{2-[4-(2,3-dihydro-benzofuran-4-yl)-piperidin-1-yl]-ethyl}-cyclohexylamine dihydrochloride (intermediate B) (100 mg, 0.25 mmol) and quinoline-6-carboxylic acid. Reactants: Cl.NC=1NCCCN1 (2-amino-1,4,5,6-tetrahydropyrimidine hydrochloride), [OH-].[Na+] (NaOH), [O-]S(=O)(=O)[O-].[Na+].[Na+] (Na2SO4), ClC1=C(C(=CC=C1)C)N=C=O (2-chloro-6-methylphenyl isocyanate). Run in C1CCOC1 (THF), C1CCOC1 (THF). Reaction conditions: time 0.5 hour. The product is O.Cl.ClC1=C(C(=CC=C1)C)NC(=O)NC=1NCCCN1.ClC1=C(C(=CC=C1)C)NC(=O)NC=1NCCCN1.Cl (N-(2-Chloro-6-Methylphenyl)-N'-(1,4,5,6-tetrahydropyrimidin-2-yl)urea Monohydrochloride Hemihydrate). Reaction SMILES: [ClH:1].[NH2:2][C:3]1[NH:4][CH2:5][CH2:6][CH2:7][N:8]=1.[OH-].[Na+].[O-:11]S([O-])(=O)=O.[Na+].[Na+].[Cl:18][C:19]1[CH:24]=[CH:23][CH:22]=[C:21]([CH3:25])[C:20]=1[N:26]=[C:27]=[O:28]>C1COCC1>[OH2:11].[ClH:18].[Cl:18][C:19]1[CH:24]=[CH:23][CH:22]=[C:21]([CH3:25])[C:20]=1[NH:26][C:27]([NH:2][C:3]1[NH:8][CH2:7][CH2:6][CH2:5][N:4]=1)=[O:28].[Cl:18][C:19]1[CH:24]=[CH:23][CH:22]=[C:21]([CH3:25])[C:20]=1[NH:26][C:27]([NH:2][C:3]1[NH:8][CH2:7][CH2:6][CH2:5][N:4]=1)=[O:28].[ClH:1] |f:0.1,2.3,4.5.6,9.10.11.12.13|. Procedure details: A mixture of 8.14 g (0.060 mol) of 2-amino-1,4,5,6-tetrahydropyrimidine hydrochloride, 6.0 g (0.075 mol) of 50% NaOH and 75 ml of THF was stirred for 0.5 hours at room temperature and then 15 g Na2SO4 was added. After stirring for 0.5 hours, a solution of 6.70 g (0.040 mol) of 2-chloro-6-methylphenyl isocyanate in 50 ml of THF was added over a period of 0.5 hours. After stirring for 1 hour, the reaction mixture was filtered, the filtrate evaporated in vacuo and the residue dissolved in 25 ml of ... Reactants: [N+](=O)([O-])C=1C=C(C(=O)NCC=2C=NC=CC2)C=CC1 (3-nitro-N-(3-pyridylmethyl)benzamide), CC(C)([O-])C.[K+] (potassium tert-butoxide), ice, IC (iodomethane), C([O-])(O)=O.[Na+] (sodium bicarbonate). The solvent is O1CCCC1 (tetrahydrofuran). Conditions: temperature 0 celsius, time 40 minute. Product: [N+](=O)([O-])C=1C=C(C(=O)N(CC=2C=NC=CC2)C)C=CC1 (3-nitro-N-methyl-N-(3-pyridylmethyl)benzamide). The yield is 85.3%. As a reaction SMILES: [N+:1]([C:4]1[CH:5]=[C:6]([CH:17]=[CH:18][CH:19]=1)[C:7]([NH:9][CH2:10][C:11]1[CH:12]=[N:13][CH:14]=[CH:15][CH:16]=1)=[O:8])([O-:3])=[O:2].[CH3:20]C(C)([O-])C.[K+].IC.C(=O)(O)[O-].[Na+]>O1CCCC1>[N+:1]([C:4]1[CH:5]=[C:6]([CH:17]=[CH:18][CH:19]=1)[C:7]([N:9]([CH3:20])[CH2:10][C:11]1[CH:12]=[N:13][CH:14]=[CH:15][CH:16]=1)=[O:8])([O-:3])=[O:2] |f:1.2,4.5|. Procedure details: To a stirred solution of 3-nitro-N-(3-pyridylmethyl)benzamide (2.00 g) in tetrahydrofuran (40 ml) was added potassium tert-butoxide (917 mg) in one portion in an ice-cooled bath. The stirring was continued for 40 minutes and then iodomethane (0.53 ml) was added thereto. The reaction mixture was stirred at 0° C. for one hour, then at ambient temperature for five hours. Saturated sodium bicarbonate solution was added thereto and the mixture was extracted with ethyl acetate. The organic layer was w...